This data is from the Open Reaction Database (ORD), a public repository of structured organic reaction records. The task is: describe an organic reaction: reactants, conditions, products, and yield Starting materials: C1CCOC1, CCO, CCOC(=O)CCC(=O)Nc1cn(C2CCCC2)c2cc(NC3CCCCC3)c(F)cc2c1=O, Cl, [Na+], [OH-], O. Yields the product O=C(O)CCC(=O)Nc1cn(C2CCCC2)c2cc(NC3CCCCC3)c(F)cc2c1=O. Reaction SMILES: [CH2:39]1[O:40][CH2:41][CH2:42][CH2:43]1.[CH3:44][CH2:45][OH:46].[CH:1]1([NH:7][c:8]2[c:9]([F:34])[cH:10][c:11]3[c:12](=[O:33])[c:13]([NH:23][C:24]([CH2:25][CH2:26][C:27](=[O:28])[O:29][CH2:30][CH3:31])=[O:32])[cH:14][n:15]([CH:18]4[CH2:19][CH2:20][CH2:21][CH2:22]4)[c:16]3[cH:17]2)[CH2:2][CH2:3][CH2:4][CH2:5][CH2:6]1.[ClH:37].[Na+:36].[OH-:35].[OH2:38]>>[CH:1]1([NH:7][c:8]2[c:9]([F:34])[cH:10][c:11]3[c:12](=[O:33])[c:13]([NH:23][C:24]([CH2:25][CH2:26][C:27](=[O:28])[OH:29])=[O:32])[cH:14][n:15]([CH:18]4[CH2:19][CH2:20][CH2:21][CH2:22]4)[c:16]3[cH:17]2)[CH2:2][CH2:3][CH2:4][CH2:5][CH2:6]1. Starting materials: CC(C)(C)[Si](C)(C)Cl (TBSCl), FC1=CC=C(C=C1)S(=O)(=O)N1[C@@H](C1)CCO (2-{(2R)-1-[(4-fluorophenyl)sulfonyl]aziridin-2-yl}ethanol), N1C=NC=C1 (imidazole). Solvent: C1CCOC1 (THF). Conditions: time 1 hour. The product is [Si](C)(C)(C(C)(C)C)OCC[C@H]1N(C1)S(=O)(=O)C1=CC=C(C=C1)F ((2R)-2-(2-{[tert-butyl(dimethyl)silyl]oxy}ethyl)-1-[(4-fluorophenyl)sulfonyl]-aziridine). Isolated yield 85.0%. Reaction SMILES: [F:1][C:2]1[CH:7]=[CH:6][C:5]([S:8]([N:11]2[CH2:13][C@H:12]2[CH2:14][CH2:15][OH:16])(=[O:10])=[O:9])=[CH:4][CH:3]=1.[CH3:17][C:18]([Si:21](Cl)([CH3:23])[CH3:22])([CH3:20])[CH3:19].N1C=CN=C1>C1COCC1>[Si:21]([O:16][CH2:15][CH2:14][C@@H:12]1[CH2:13][N:11]1[S:8]([C:5]1[CH:4]=[CH:3][C:2]([F:1])=[CH:7][CH:6]=1)(=[O:10])=[O:9])([C:18]([CH3:20])([CH3:19])[CH3:17])([CH3:23])[CH3:22]. Procedure: To the 2-{(2R)-1-[(4-fluorophenyl)sulfonyl]aziridin-2-yl}ethanol from Step 3 dissolved in THF (0.2 M) was added TBSCl (1.1 equiv.) followed by imidazole (2.2 equiv.). The reaction mixture was stirred 1 h at rt, then filtered with washing of the solids with MTBE. The combined organics were washed (2×) with 1M HCl, brine (2×), dried over MgSO4, filtered and concentrated in vacuo. The residue was purified by column chromatography eluting with EtOAc/Hex (1:9) to give the title compound (85%) as a wh... The reactants are C(C)C1=CC=C(C=C1)C1CC(CN(C1)C(=O)N1CCOCC1)C(=O)NCC#C (5-(4-Ethylphenyl)-1-(morpholin-4-ylcarbonyl)-N-(prop-2-yn-1-yl)piperidine-3-carboxamide). The reagents and catalysts are [Au](Cl)(Cl)Cl (gold trichloride). The solvent is C(C)#N (acetonitrile). Run at temperature 50 celsius, time 16 hour. Product: C(C)C1=CC=C(C=C1)C1CN(CC(C1)C=1OC(=CN1)C)C(=O)N1CCOCC1 ([3-(4-Ethylphenyl)-5-(5-methyl-1,3-oxazol-2-yl)piperidin-1-yl] (morpholin-4-yl)methanone). Reaction SMILES: [CH2:1]([C:3]1[CH:8]=[CH:7][C:6]([CH:9]2[CH2:14][N:13]([C:15]([N:17]3[CH2:22][CH2:21][O:20][CH2:19][CH2:18]3)=[O:16])[CH2:12][CH:11]([C:23]([NH:25][CH2:26][C:27]#[CH:28])=[O:24])[CH2:10]2)=[CH:5][CH:4]=1)[CH3:2]>C(#N)C.[Au](Cl)(Cl)Cl>[CH2:1]([C:3]1[CH:8]=[CH:7][C:6]([CH:9]2[CH2:10][CH:11]([C:23]3[O:24][C:27]([CH3:28])=[CH:26][N:25]=3)[CH2:12][N:13]([C:15]([N:17]3[CH2:18][CH2:19][O:20][CH2:21][CH2:22]3)=[O:16])[CH2:14]2)=[CH:5][CH:4]=1)[CH3:2]. Reported procedure: 50 mg (0.13 mmol) of the compound from Example 199A were initially charged in 0.5 ml of acetonitrile, and 2 mg (0.01 mmol) of gold trichloride were added. The reaction mixture was stirred at 50° C. for 16 h, concentrated and purified by preparative HPLC. Yield: 10 mg (15% of theory). Procedure: The free base of 8-chlorodibenz[b,f][1,4]oxazepine-10(11H)carboxylic acid, 2-[2,2-difluoro-3-hydroxy-1-oxo-3-(4-pyridinyl)propyl]hydrazide (51) was prepared in the same manner as 8-chlorodibenz[b,f][1,41oxazepine-10(11H)-carboxylic acid, 2-[1-oxo-3-(2-pyridinyl)propyl]hydrazide (6), as described above in Example 6, on a 1.75 mmol scale from α,α-difluoro-β-hydroxy-3-(4-pyridinyl)-propanoic acid, hydrazide (50), prepared in the manner described above in Example 50, and 8-chlorodibenz[b,f]8 1,4]-ox... Reaction SMILES: O=C(NN[C:13]([N:15]1[CH2:21][C:20]2[CH:22]=[CH:23][CH:24]=[CH:25][C:19]=2[O:18][C:17]2[CH:26]=[CH:27][C:28]([Cl:30])=[CH:29][C:16]1=2)=[O:14])CCC1C=CC=CN=1.[F:31][C:32]([F:45])([CH:37]([OH:44])[C:38]1[CH:43]=[CH:42][N:41]=[CH:40][CH:39]=1)[C:33]([NH:35][NH2:36])=[O:34].ClC1C=CC2OC3C=CC=CC=3CN(C(Cl)=O)C=2C=1.Cl>C(O)(=O)C>[F:45][C:32]([F:31])([CH:37]([OH:44])[C:38]1[CH:43]=[CH:42][N:41]=[CH:40][CH:39]=1)[C:33]([NH:35][NH:36][C:13]([N:15]1[CH2:21][C:20]2[CH:22]=[CH:23][CH:24]=[CH:25][C:19]=2[O:18][C:17]2[CH:26]=[CH:27][C:28]([Cl:30])=[CH:29][C:16]1=2)=[O:14])=[O:34]. Solvent: C(C)(=O)O (acetic acid). Reactants: O=C(CCC1=NC=CC=C1)NNC(=O)N1C2=C(OC3=C(C1)C=CC=C3)C=CC(=C2)Cl (8-chlorodibenz[b,f][1,41oxazepine-10(11H)-carboxylic acid, 2-[1-oxo-3-(2-pyridinyl)propyl]hydrazide), ClC1=CC2=C(OC3=C(CN2C(=O)Cl)C=CC=C3)C=C1 (8-chlorodibenz[b,f][1,4]-oxazepine-10(11H)carbonyl chloride), product, FC(C(=O)NN)(C(C1=CC=NC=C1)O)F (α,α-difluoro-β-hydroxy-3-(4-pyridinyl)-propanoic acid, hydrazide), Cl (HCl). The product is FC(C(=O)NNC(=O)N1C2=C(OC3=C(C1)C=CC=C3)C=CC(=C2)Cl)(C(C2=CC=NC=C2)O)F (8-chlorodibenz[b,f][1,4]oxazepine-10(11H)carboxylic acid, 2-[2,2-difluoro-3-hydroxy-1-oxo-3-(4-pyridinyl)propyl]hydrazide), hydrochloride salt.